describe an organic reaction: reactants, conditions, products, and yield From a dataset of the Open Reaction Database (ORD), a public repository of structured organic reaction records. Reactants: CCO, CC(C)=O, CCOC(C)=O, [H][H], NCCCC1(C(N)=O)c2ccccc2-c2ccccc21. Yields the product CC(C)NCCCC1(C(N)=O)c2ccccc2-c2ccccc21. Reaction SMILES: [CH3:21][CH2:22][OH:23].[CH3:24][C:25]([CH3:26])=[O:27].[CH3:30][CH2:31][O:32][C:33](=[O:34])[CH3:35].[H:28][H:29].[NH2:1][CH2:2][CH2:3][CH2:4][C:5]1([C:18](=[O:19])[NH2:20])[c:6]2[cH:7][cH:8][cH:9][cH:10][c:11]2-[c:12]2[cH:13][cH:14][cH:15][cH:16][c:17]21>>[NH:1]([CH2:2][CH2:3][CH2:4][C:5]1([C:18](=[O:19])[NH2:20])[c:6]2[cH:7][cH:8][cH:9][cH:10][c:11]2-[c:12]2[cH:13][cH:14][cH:15][cH:16][c:17]21)[CH:25]([CH3:24])[CH3:26]. Reactants: C(CC(O)(C(=O)O)CC(=O)O)(=O)O (citric acid), FC1=C(CN2C=CC=3C2=CN=C(C3)C(=O)OCC)C=CC(=C1)F (ethyl 1-(2,4-difluorobenzyl)-1H-pyrrolo[2,3-c]pyridine-5-carboxylate), [OH-].[Na+] (sodium hydroxide). The solvent is O (water), CO (methanol), O (water). Conditions: temperature 100 celsius. The product is FC1=C(CN2C=CC=3C2=CN=C(C3)C(=O)O)C=CC(=C1)F (1-(2,4-Difluorobenzyl)-1H-pyrrolo[2,3-c]pyridine-5-carboxylic acid). The yield is 32.9%. Reaction SMILES: [F:1][C:2]1[CH:22]=[C:21]([F:23])[CH:20]=[CH:19][C:3]=1[CH2:4][N:5]1[C:9]2=[CH:10][N:11]=[C:12]([C:14]([O:16]CC)=[O:15])[CH:13]=[C:8]2[CH:7]=[CH:6]1.[OH-].[Na+].C(O)(=O)CC(CC(O)=O)(C(O)=O)O>CO.O>[F:1][C:2]1[CH:22]=[C:21]([F:23])[CH:20]=[CH:19][C:3]=1[CH2:4][N:5]1[C:9]2=[CH:10][N:11]=[C:12]([C:14]([OH:16])=[O:15])[CH:13]=[C:8]2[CH:7]=[CH:6]1 |f:1.2|. Reported procedure: To ethyl 1-(2,4-difluorobenzyl)-1H-pyrrolo[2,3-c]pyridine-5-carboxylate (0.30 g, 1.58 mmol) in methanol (3 mL) was added sodium hydroxide (0.076 g, 3.16 mmol) in water (0.5 mL). The reaction was heated in a SmithCreator™ (microwave reactor from Personal Chemistry) to 100° C. for five minutes. The reaction solution was poured into water (30 mL) and the pH was adjusted to 2-3 by addition of citric acid. The precipitate that formed was collected by filtration and dried in vacuo to provide the title... Starting materials: ClC1=NC(=NC(=C1)C1CC1)C1=CC(=CC=C1)Cl (4-chloro-2-(3-chlorophenyl)-6-cyclopropylpyrimidine), NC1=CC=C(C=N1)CC(=O)OCC (ethyl 2-(6-aminopyridin-3-yl)acetate), C([O-])([O-])=O.[Cs+].[Cs+] (cesium carbonate). Reagents/catalysts: C(C)(=O)[O-].[Pd+2].C(C)(=O)[O-] (palladium acetate), C=1C=CC(=CC1)P(C=2C=CC=CC2)C3=CC=C4C=CC=CC4=C3C5=C6C=CC=CC6=CC=C5P(C=7C=CC=CC7)C=8C=CC=CC8 (rac-BINAP). Solvent: O1CCOCC1 (dioxane), C(C)(=O)OCC (ethyl acetate). Reaction conditions: temperature 110 celsius. Product: ClC=1C=C(C=CC1)C1=NC(=CC(=N1)NC1=CC=C(C=N1)CC(=O)OCC)C1CC1 (Ethyl 2-(6-((2-(3-chlorophenyl)-6-cyclopropylpyrimidin-4-yl)amino)pyridin-3-yl)acetate). The yield is 86.2%. Reaction SMILES: Cl[C:2]1[CH:7]=[C:6]([CH:8]2[CH2:10][CH2:9]2)[N:5]=[C:4]([C:11]2[CH:16]=[CH:15][CH:14]=[C:13]([Cl:17])[CH:12]=2)[N:3]=1.[NH2:18][C:19]1[N:24]=[CH:23][C:22]([CH2:25][C:26]([O:28][CH2:29][CH3:30])=[O:27])=[CH:21][CH:20]=1.C(=O)([O-])[O-].[Cs+].[Cs+]>O1CCOCC1.C(OCC)(=O)C.C([O-])(=O)C.[Pd+2].C([O-])(=O)C.C1C=CC(P(C2C(C3C(P(C4C=CC=CC=4)C4C=CC=CC=4)=CC=C4C=3C=CC=C4)=C3C(C=CC=C3)=CC=2)C2C=CC=CC=2)=CC=1>[Cl:17][C:13]1[CH:12]=[C:11]([C:4]2[N:3]=[C:2]([NH:18][C:19]3[N:24]=[CH:23][C:22]([CH2:25][C:26]([O:28][CH2:29][CH3:30])=[O:27])=[CH:21][CH:20]=3)[CH:7]=[C:6]([CH:8]3[CH2:10][CH2:9]3)[N:5]=2)[CH:16]=[CH:15][CH:14]=1 |f:2.3.4,7.8.9|. Procedure details: A 20-mL vial was charged with 4-chloro-2-(3-chlorophenyl)-6-cyclopropylpyrimidine (0.380 g, 1.43 mmol), ethyl 2-(6-aminopyridin-3-yl)acetate (0.410 g, 2.27 mmol), palladium acetate (0.016 g, 0.071 mmol), rac-BINAP (0.069 g, 0.11 mmol) and cesium carbonate (1.17 g, 3.58 mmol) in dioxane (10 mL) under argon. The reaction mixture was heated to 110° C. under microwave irradiation for 1.25 h. The reaction mixture was cooled, and diluted with ethyl acetate and filtered through celite. The filtrate was... The reactants are O=C(O)c1ccco1, CSc1cccc(N)c1. The reagents and catalysts are C1=CC=C(C=C1)P(=O)(C2=CC=CC=C2)Cl (DPPCI), CCN(C(C)C)C(C)C (DIPEA). Run in CN(C)C=O (DMF), CN(C)C=O (DMF), CN(C)C=O (DMF), CN(C)C=O (DMF), CN(C)C=O (DMF), CN(C)C=O (DMF). Reaction conditions: temperature 25 celsius, time 2 hour. Yields the product CSc1cccc(NC(=O)c2ccco2)c1. The yield is 9.0%. RXN SMILES: CSc1cccc(N)c1.O=C(O)c1ccco1.C1=CC=C(C=C1)P(=O)(C2=CC=CC=C2)Cl.CCN(C(C)C)C(C)C.CN(C)C=O>>CSc1cccc(NC(=O)c2ccco2)c1.